Dataset: the Open Reaction Database (ORD), a public repository of structured organic reaction records. Task: describe an organic reaction: reactants, conditions, products, and yield The solvent is ClCCl (dichloromethane). Reactants: FC1=C(C=CC(=C1)F)[N+](=O)[O-] (2,4-Difluoronitrobenzene), [F-].[K+] (potassium fluoride), C([O-])([O-])=O.[K+].[K+] (potassium carbonate), CN (methylamine), O (water). The product is FC=1C=CC(=C(NC)C1)[N+](=O)[O-] (5-Fluoro-N-methyl-2-nitroaniline). RXN SMILES: F[C:2]1[CH:7]=[C:6]([F:8])[CH:5]=[CH:4][C:3]=1[N+:9]([O-:11])=[O:10].[F-].[K+].C(=O)([O-])[O-].[K+].[K+].[CH3:20][NH2:21].O>ClCCl>[F:8][C:6]1[CH:5]=[CH:4][C:3]([N+:9]([O-:11])=[O:10])=[C:2]([CH:7]=1)[NH:21][CH3:20] |f:1.2,3.4.5|. Conditions: temperature 90 celsius. Procedure: 2,4-Difluoronitrobenzene (1.00 g, 6.29 mmol), potassium fluoride (0.365 g, 6.29 mmol), potassium carbonate (0.869 g, 6.29 mmol), and 40% methylamine in water (0.58 mL, 7.5 mmol) were added to a vial and heated in a microwave at 90° C. for 10 min. The reaction was then diluted with dichloromethane, washed with water and brine, dried over magnesium sulfate, and concentrated to provide the title compound: 1H NMR (500 MHz, CDCl3) δ 8.22 (dd, J=9.4, 6.1 Hz, 1 H), 8.16 (br s, 1 H), 6.48 (dd, J=11.5, 2... The reactants are O=C([O-])O, CCC(CC=O)n1cc(-c2ncnc3c2ccn3COCC[Si](C)(C)C)cn1, CO, Cl, [K+], CON, O. The product is CCC(CC=NOC)n1cc(-c2ncnc3c2ccn3COCC[Si](C)(C)C)cn1. Reaction SMILES: [C:35](=[O:36])([OH:37])[O-:38].[CH3:1][Si:2]([CH2:3][CH2:4][O:5][CH2:6][n:7]1[cH:8][cH:9][c:10]2[c:11]1[n:12][cH:13][n:14][c:15]2-[c:16]1[cH:17][n:18][n:19]([CH:21]([CH2:22][CH:23]=[O:24])[CH2:25][CH3:26])[cH:20]1)([CH3:27])[CH3:28].[CH3:29][OH:30].[ClH:31].[K+:39].[O:32]([CH3:33])[NH2:34].[OH2:40]>>[CH3:1][Si:2]([CH2:3][CH2:4][O:5][CH2:6][n:7]1[cH:8][cH:9][c:10]2[c:11]1[n:12][cH:13][n:14][c:15]2-[c:16]1[cH:17][n:18][n:19]([CH:21]([CH2:22][CH:23]=[N:34][O:32][CH3:33])[CH2:25][CH3:26])[cH:20]1)([CH3:27])[CH3:28]. Starting materials: C(CCC)I (n-butyl iodide), NC1=C(SC=C1)C(=O)OC (methyl 3-aminothiophene-2-carboxylate), C([O-])([O-])=O.[K+].[K+] (potassium carbonate). Run in CN(C=O)C (N,N-dimethylformamide). Conditions: temperature 120 celsius, time 10 hour. Product: C(CCC)NC1=C(SC=C1)C(=O)OC (methyl 3-(n-butyl)aminothiophene-2-carboxylate). Isolated yield 47.8%. As a reaction SMILES: [CH2:1](I)[CH2:2][CH2:3][CH3:4].[NH2:6][C:7]1[CH:11]=[CH:10][S:9][C:8]=1[C:12]([O:14][CH3:15])=[O:13].C(=O)([O-])[O-].[K+].[K+]>CN(C)C=O>[CH2:1]([NH:6][C:7]1[CH:11]=[CH:10][S:9][C:8]=1[C:12]([O:14][CH3:15])=[O:13])[CH2:2][CH2:3][CH3:4] |f:2.3.4|. Reported procedure: 34.1 ml (0.300 mol) of n-butyl iodide was added to a solution of 15.7 g (0.100 mol) of methyl 3-aminothiophene-2-carboxylate and 15.2 g (0.110 mol) of potassium carbonate in 200 ml of N,N-dimethylformamide at 25° C., and the mixture was stirred at 120° C. for 10 hours. After cooling, the solvent was evaporated under reduced pressure and 200 ml of ethyl acetate was added to the residue to remove inorganic salts by filtration. The filtrate was again concentrated under reduced pressure. The residue...